The task is: describe an organic reaction: reactants, conditions, products, and yield. This data is from the Open Reaction Database (ORD), a public repository of structured organic reaction records. Reactants: CCOC(C)=O, Cc1ccc(F)c([N+](=O)[O-])c1, [K+], [K+], O=C([O-])[O-], CN(C)C=O, Oc1ccc(O)cc1. The product is Cc1ccc(Oc2ccc(O)cc2)c([N+](=O)[O-])c1. As a reaction SMILES: [CH3:31][CH2:32][O:33][C:34]([CH3:35])=[O:36].[F:15][c:16]1[c:17]([N+:23](=[O:24])[O-:25])[cH:18][c:19]([CH3:22])[cH:20][cH:21]1.[K+:10].[K+:9].[O-:11][C:12]([O-:13])=[O:14].[O:26]=[CH:27][N:28]([CH3:29])[CH3:30].[OH:1][c:2]1[cH:3][cH:4][c:5]([OH:6])[cH:7][cH:8]1>>[O:1]([c:2]1[cH:3][cH:4][c:5]([OH:6])[cH:7][cH:8]1)[c:16]1[c:17]([N+:23](=[O:24])[O-:25])[cH:18][c:19]([CH3:22])[cH:20][cH:21]1. The reactants are CCO, CI, [NH4+], [OH-], O, CC(C)(C)OC(=O)NCCn1c(=S)[nH]c2cnc3cccnc3c21. Product: CSc1nc2cnc3cccnc3c2n1CCNC(=O)OC(C)(C)C. As a reaction SMILES: [CH3:30][CH2:31][OH:32].[I:27][CH3:28].[NH4+:25].[OH-:26].[OH2:29].[S:1]=[c:2]1[n:3]([CH2:15][CH2:16][NH:17][C:18]([O:19][C:20]([CH3:21])([CH3:22])[CH3:23])=[O:24])[c:4]2[c:5]([cH:6][n:7][c:8]3[cH:9][cH:10][cH:11][n:12][c:13]23)[nH:14]1>>[S:1]([c:2]1[n:3]([CH2:15][CH2:16][NH:17][C:18]([O:19][C:20]([CH3:21])([CH3:22])[CH3:23])=[O:24])[c:4]2[c:5]([cH:6][n:7][c:8]3[cH:9][cH:10][cH:11][n:12][c:13]23)[n:14]1)[CH3:28]. Reactants: COC(=O)C1(C)CN(Cc2ccccc2)CC1C, O=C(Cl)OCc1ccccc1. The product is COC(=O)C1(C)CN(C(=O)OCc2ccccc2)CC1C. RXN SMILES: [CH3:1][O:2][C:3](=[O:4])[C:5]1([CH3:18])[CH2:6][N:7]([CH2:11][c:12]2[cH:13][cH:14][cH:15][cH:16][cH:17]2)[CH2:8][CH:9]1[CH3:10].[Cl:19][C:20](=[O:21])[O:22][CH2:23][c:24]1[cH:25][cH:26][cH:27][cH:28][cH:29]1>>[CH3:1][O:2][C:3](=[O:4])[C:5]1([CH3:18])[CH2:6][N:7]([C:20](=[O:21])[O:22][CH2:23][c:24]2[cH:25][cH:26][cH:27][cH:28][cH:29]2)[CH2:8][CH:9]1[CH3:10]. Starting materials: BrC1=CC(=C(C=C1)O)C(C)C (4-bromo-2-isopropyl-phenol), [H-].[Na+] (sodium hydride), oil, C(C1=CC=CC=C1)Br (Benzyl bromide), [Cl-].C(C)(C)(C)OC(C[Zn+])=O (2-tert-butoxy-2-oxoethylzinc chloride). Reagents/catalysts: CC(C)([P](C(C)(C)C)([Pd][P](C(C)(C)C)(C(C)(C)C)C(C)(C)C)C(C)(C)C)C (bis(tri-tert-butylphosphine)palladium(0)). The solvent is CN(C)C=O (DMF), CCOC(=O)C (AcOEt), O (Water), O1CCOCC1 (dioxane). Run at time 18 hour. Product: C(C)(C)(C)OC(CC1=CC(=C(C=C1)OCC1=CC=CC=C1)C(C)C)=O ((4-benzyloxy-3-isopropyl-phenyl)-acetic acid tert-butyl ester). Reaction SMILES: Br[C:2]1[CH:7]=[CH:6][C:5]([OH:8])=[C:4]([CH:9]([CH3:11])[CH3:10])[CH:3]=1.[H-].[Na+].[CH2:14](Br)[C:15]1[CH:20]=[CH:19][CH:18]=[CH:17][CH:16]=1.[Cl-].[C:23]([O:27][C:28](=[O:31])[CH2:29][Zn+])([CH3:26])([CH3:25])[CH3:24]>CN(C=O)C.O1CCOCC1.CC(C)([P](C(C)(C)C)([Pd][P](C(C)(C)C)(C(C)(C)C)C(C)(C)C)C(C)(C)C)C.O.CCOC(C)=O>[C:23]([O:27][C:28](=[O:31])[CH2:29][C:2]1[CH:7]=[CH:6][C:5]([O:8][CH2:14][C:15]2[CH:20]=[CH:19][CH:18]=[CH:17][CH:16]=2)=[C:4]([CH:9]([CH3:11])[CH3:10])[CH:3]=1)([CH3:26])([CH3:25])[CH3:24] |f:1.2,4.5,^1:45,51|. Procedure details: A solution of 4-bromo-2-isopropyl-phenol (1.98 g, 9.1 mmol, 1.0 eq.) in DMF (27 mL) was slowly added to sodium hydride 60% dispersion in mineral oil (476 mg, 11.9 mmol, 1.3 eq.) at 0° C. under N2. Upon completion of the addition, the mixture was allowed to warm to r.t. Benzyl bromide (1.1 mL, 9.1 mmol, 1.0 eq.) was added and the resulting mixture was stirred at r.t. for 18 hours. AcOEt was added and the reaction was stirred for 30 min. Water was added to the mixture. The layers were separated an... Reactants: Cl.Cl.C1(=C(C=CC=C1)NC(=O)OC1CCN(CC1)CCN(C(CCCCCNC1=CC=C(C(=O)O)C=C1)=O)C)C1=CC=CC=C1 (4-({6-[(2-{4-[(biphenyl-2-ylcarbamoyl)oxy]piperidin-1-yl}ethyl)(methyl)amino]-6-oxohexyl}amino)benzoate dihydrochloride), N1(CCNCCC1)C(=O)OC(C)(C)C (tert-butyl 1,4-diazepane-1-carboxylate). Yields the product C1(=C(C=CC=C1)NC(=O)OC1CCN(CC1)CCN(C(CCCCCNC1=CC=C(C(=O)N2CCN(CCC2)C(=O)OC(C)(C)C)C=C1)=O)C)C1=CC=CC=C1 (tert-Butyl 4-[4-({6-[(2-{4-[(biphenyl-2-ylcarbamoyl)oxy]piperidin-1-yl}ethyl)(methyl)amino]-6-oxohexyl}amino)benzoyl]-1,4-diazepane-1-carboxylate). The yield is 20.0%. Reaction SMILES: Cl.Cl.[C:3]1([C:40]2[CH:45]=[CH:44][CH:43]=[CH:42][CH:41]=2)[CH:8]=[CH:7][CH:6]=[CH:5][C:4]=1[NH:9][C:10]([O:12][CH:13]1[CH2:18][CH2:17][N:16]([CH2:19][CH2:20][N:21]([CH3:39])[C:22](=[O:38])[CH2:23][CH2:24][CH2:25][CH2:26][CH2:27][NH:28][C:29]2[CH:37]=[CH:36][C:32]([C:33](O)=[O:34])=[CH:31][CH:30]=2)[CH2:15][CH2:14]1)=[O:11].[N:46]1([C:53]([O:55][C:56]([CH3:59])([CH3:58])[CH3:57])=[O:54])[CH2:52][CH2:51][CH2:50][NH:49][CH2:48][CH2:47]1>>[C:3]1([C:40]2[CH:45]=[CH:44][CH:43]=[CH:42][CH:41]=2)[CH:8]=[CH:7][CH:6]=[CH:5][C:4]=1[NH:9][C:10]([O:12][CH:13]1[CH2:14][CH2:15][N:16]([CH2:19][CH2:20][N:21]([CH3:39])[C:22](=[O:38])[CH2:23][CH2:24][CH2:25][CH2:26][CH2:27][NH:28][C:29]2[CH:37]=[CH:36][C:32]([C:33]([N:49]3[CH2:50][CH2:51][CH2:52][N:46]([C:53]([O:55][C:56]([CH3:59])([CH3:58])[CH3:57])=[O:54])[CH2:47][CH2:48]3)=[O:34])=[CH:31][CH:30]=2)[CH2:17][CH2:18]1)=[O:11] |f:0.1.2|. Procedure details: 25 mL of 4 N hydrochloric acid-dioxane was added to the compound (1.01 g, 1.56 mmol) obtained in Example 15c, and the mixture was stirred at room temperature for 16 hours. The solvent of the reaction mixture was evaporated under reduced pressure to give crude 4-({6-[(2-{4-[(biphenyl-2-ylcarbamoyl)oxy]piperidin-1-yl}ethyl)(methyl)amino]-6-oxohexyl}amino)benzoate dihydrochloride as a white solid. The resulting crude carboxylic acid compound and tert-butyl 1,4-diazepane-1-carboxylate (500 mg, 2.50 ... Reactants: CCOC(=O)OCC, CCOC(=O)Cc1c(F)cccc1Cl, Cl, [H-], [Na+], C1CCOC1. Product: CCOC(=O)C(C(=O)OCC)c1c(F)cccc1Cl. RXN SMILES: [C:3]([O:4][CH2:5][CH3:6])([O:7][CH2:8][CH3:9])=[O:10].[Cl:11][c:12]1[c:13]([CH2:19][C:20](=[O:21])[O:22][CH2:23][CH3:24])[c:14]([F:18])[cH:15][cH:16][cH:17]1.[ClH:25].[H-:1].[Na+:2].[O:26]1[CH2:27][CH2:28][CH2:29][CH2:30]1>>[C:3]([O:7][CH2:8][CH3:9])(=[O:10])[CH:19]([c:13]1[c:12]([Cl:11])[cH:17][cH:16][cH:15][c:14]1[F:18])[C:20](=[O:21])[O:22][CH2:23][CH3:24].